This data is from the Open Reaction Database (ORD), a public repository of structured organic reaction records. The task is: describe an organic reaction: reactants, conditions, products, and yield Starting materials: IC1=CC=C(C=C1)C1=CN=C(N1)[C@H](C(C)C)N1C(N[C@@H](C1=O)CCC(=O)O)=O (3-((R)-1-{(S)-1-[5-(4-iodo-phenyl)-1H-imidazol-2-yl]-2-methyl-propyl}-2,5-dioxo-imidazolidin-4-yl)-propionic acid), C(C)(C)(C)OC(=O)N[C@H](C(=O)O)CC(C)C ((S)-2-tert-butoxycarbonylamino-4-methyl-pentanoic acid), C1(CC1)C[C@@H]1C(N(C(N1)=O)[C@@H]([C@@H](C)C1=CC=CC=C1)C=1NC(=C(N1)C)C1=C(C=C(C=C1)I)F)=O ((R)-5-Cyclopropylmethyl-3-{(1S,2S)-1-[5-(2-fluoro-4-iodo-phenyl)-4-methyl-1H-imidazol-2-yl]-2-phenyl-propyl}-imidazolidine-2,4-dione), ClC1=C(C=CC(=C1)I)I (2-chloro-1,4-diiodo-benzene), C1(CC1)C[C@@H]1C(N(C(N1)=O)[C@@H]([C@@H](C)C1=CC=CC=C1)C=1NC(=C(N1)C)C1=C(C=C(C=C1)I)F)=O ((R)-5-Cyclopropylmethyl-3-{(1S,2S)-1-[5-(2-fluoro-4-iodo-phenyl)-4-methyl-1H-imidazol-2-yl]-2-phenyl-propyl}-imidazolidine-2,4-dione), ClN1C(CCC1=O)=O (N-chlorosuccinimide). Product: ClC1=C(C=CC(=C1)I)C1=CN=C(N1)[C@H](CC(C)C)N1C(N[C@@H](C1=O)C1=CC=C(C=C1)OCCO)=O ((R)-3-{(S)-1-[5-(2-Chloro-4-iodo-phenyl)-1H-imidazol-2-yl]-3-methyl-butyl}-5-[4-(2-hydroxy-ethoxy)-phenyl]-imidazolidine-2,4-dione). Reaction SMILES: I[C:2]1[CH:7]=[CH:6][C:5](C2NC([C@@H](N3C(=O)[C@@H](CCC(O)=O)NC3=O)C(C)C)=NC=2)=[CH:4][CH:3]=1.[Cl:29][C:30]1[CH:35]=[C:34]([I:36])[CH:33]=[CH:32][C:31]=1I.C1(C[C@H:42]2[NH:46][C:45](=[O:47])[N:44]([C@H:48]([C:57]3[NH:58][C:59](C4C=CC(I)=CC=4F)=[C:60](C)[N:61]=3)[C@H:49]([C:51]3[CH:56]=CC=C[CH:52]=3)C)[C:43]2=[O:71])CC1.C(OC(N[C@@H:80](CC(C)C)[C:81]([OH:83])=O)=O)(C)(C)C.ClN1C(=[O:94])CCC1=O>>[Cl:29][C:30]1[CH:35]=[C:34]([I:36])[CH:33]=[CH:32][C:31]=1[C:60]1[NH:61][C:57]([C@@H:48]([N:44]2[C:43](=[O:71])[C@@H:42]([C:2]3[CH:3]=[CH:4][C:5]([O:94][CH2:80][CH2:81][OH:83])=[CH:6][CH:7]=3)[NH:46][C:45]2=[O:47])[CH2:49][CH:51]([CH3:56])[CH3:52])=[N:58][CH:59]=1. Reported procedure: Prepared by the same method as described in example 1 except that (i) in step 82-A step 2-chloro-1,4-diiodo-benzene was used in place of 2-fluoro-1,4-diiodo-benzene; (ii) in step 82-E (S)-2-tert-butoxycarbonylamino-4-methyl-pentanoic acid was used in place of (2S,3S)-2-tert-butoxycarbonylamino-3-phenyl-butyric acid, and (ii) chlorination of the 5-position of the imidazole ring with N-chlorosuccinimide in step 82-F was omitted. HR-MS: calcd for C25H26ClIN4O4 [M+H+] 609.0760. Found 609.0757.